This data is from the Open Reaction Database (ORD), a public repository of structured organic reaction records. The task is: describe an organic reaction: reactants, conditions, products, and yield The reactants are CC(NC(=O)Cc1cc(F)cc(F)c1)C(=O)O, NC1C(=O)NC(c2ccccn2)c2ccccc21. RXN SMILES: [F:1][c:2]1[cH:3][c:4]([CH2:9][C:10](=[O:11])[NH:12][CH:13]([CH3:14])[C:15](=[O:16])[OH:17])[cH:5][c:6]([F:8])[cH:7]1.[NH2:18][CH:19]1[C:20](=[O:35])[NH:21][CH:22]([c:29]2[n:30][cH:31][cH:32][cH:33][cH:34]2)[c:23]2[cH:24][cH:25][cH:26][cH:27][c:28]21>>[F:1][c:2]1[cH:3][c:4]([CH2:9][C:10](=[O:11])[NH:12][CH:13]([CH3:14])[C:15](=[O:17])[NH:18][CH:19]2[C:20](=[O:35])[NH:21][CH:22]([c:29]3[n:30][cH:31][cH:32][cH:33][cH:34]3)[c:23]3[cH:24][cH:25][cH:26][cH:27][c:28]32)[cH:5][c:6]([F:8])[cH:7]1. Yields the product CC(NC(=O)Cc1cc(F)cc(F)c1)C(=O)NC1C(=O)NC(c2ccccn2)c2ccccc21. The reactants are NC1=CC=C2C(C(N(C2=C1)C)=O)(C)C (6-amino-1,3,3-trimethylindolin-2-one), nitro, [N+](=O)([O-])C1=CC=C2C3(C(NC2=C1)=O)CCCC3 (6′-nitro-spiro[cyclopentane-1,3′-indolin]-2′-one), NC1=CC=C2C3(C(N(C2=C1)C)=O)CCCC3 (6′-amino-1′-methyl-spiro[cyclopentane-1,3′-indoline]-2′-one), ( 8 ). The product is CN1C(C2(C3=CC=C(C=C13)NC(C1=CC=NC=C1)=O)CCCC2)=O (N-(1′-Methyl-2′-oxospiro[cyclopentane-1,3′-indoline]-6′-yl)isonicotinamide). Reaction SMILES: [NH2:1][C:2]1[CH:10]=[C:9]2[C:5]([C:6]3([CH2:16][CH2:15][CH2:14][CH2:13]3)[C:7](=[O:12])[N:8]2[CH3:11])=[CH:4][CH:3]=1.NC1C=[C:25]2[C:21]([C:22]([CH3:30])(C)[C:23](=[O:28])[N:24]2[CH3:27])=CC=1.[N+](C1C=C2C(C3(CCCC3)C(=O)N2)=CC=1)([O-])=O>>[CH3:11][N:8]1[C:9]2[C:5](=[CH:4][CH:3]=[C:2]([NH:1][C:23](=[O:28])[C:22]3[CH:21]=[CH:25][N:24]=[CH:27][CH:30]=3)[CH:10]=2)[C:6]2([CH2:13][CH2:14][CH2:15][CH2:16]2)[C:7]1=[O:12]. Reported procedure: Prepared in analogy to example 2 using 6′-amino-1′-methyl-spiro[cyclopentane-1,3′-indoline]-2′-one (prepared in analogy to procedures described in W. von der Saal et al., J. Med. Chem. 1989, 32(7), 1481-1491 for the preparation of 6-amino-1,3,3-trimethylindolin-2-one by methylation and nitro reduction of 6′-nitro-spiro[cyclopentane-1,3′-indolin]-2′-one (A. Mertens et al. J. Med. Chem. 1987, 30 (8), 1279-1287)). The title compound was obtained as light yellow solid.